This data is from the Open Reaction Database (ORD), a public repository of structured organic reaction records. The task is: describe an organic reaction: reactants, conditions, products, and yield Starting materials: CCOC(=O)C1CCCC1NC, CS(=O)(=O)Nc1ccc2c(c1)S(=O)(=O)N=C(CC(=O)O)N2, CCN=C=NCCCN(C)C, CN1CCOCC1, CN(C)C=O, Cl, Cl. Product: CCOC(=O)C1CCCC1N(C)C(=O)CC1=NS(=O)(=O)c2cc(NS(C)(=O)=O)ccc2N1. Reaction SMILES: [CH2:22]([CH3:23])[O:24][C:25](=[O:26])[CH:27]1[CH:28]([NH:32][CH3:33])[CH2:29][CH2:30][CH2:31]1.[CH3:1][S:2](=[O:3])(=[O:4])[NH:5][c:6]1[cH:7][c:8]2[c:9]([cH:20][cH:21]1)[NH:10][C:11]([CH2:16][C:17](=[O:18])[OH:19])=[N:12][S:13]2(=[O:14])=[O:15].[CH3:35][N:36]([CH3:37])[CH2:38][CH2:39][CH2:40][N:41]=[C:42]=[N:43][CH2:44][CH3:45].[CH3:46][N:47]1[CH2:48][CH2:49][O:50][CH2:51][CH2:52]1.[CH3:54][N:55]([CH3:56])[CH:57]=[O:58].[ClH:34].[ClH:53]>>[CH3:1][S:2](=[O:3])(=[O:4])[NH:5][c:6]1[cH:7][c:8]2[c:9]([cH:20][cH:21]1)[NH:10][C:11]([CH2:16][C:17](=[O:19])[N:32]([CH:28]1[CH:27]([C:25]([O:24][CH2:22][CH3:23])=[O:26])[CH2:31][CH2:30][CH2:29]1)[CH3:33])=[N:12][S:13]2(=[O:14])=[O:15]. Starting materials: S1C(=CC=C1)NCC#N (α-(2-thienyl)aminoacetonitrile), Cl.NO (hydroxylamine hydrochloride). Run in CO (methanol). The product is Cl.S1C(=CC=C1)NCC(N)=NO (α-(2-thienyl)aminoacetamidoxime hydrochloride). Yield: 90.8%. RXN SMILES: [S:1]1[CH:5]=[CH:4][CH:3]=[C:2]1[NH:6][CH2:7][C:8]#[N:9].[ClH:10].[NH2:11][OH:12]>CO>[ClH:10].[S:1]1[CH:5]=[CH:4][CH:3]=[C:2]1[NH:6][CH2:7][C:8](=[N:11][OH:12])[NH2:9] |f:1.2,4.5|. Reported procedure: 5.6 g of the α-(2-thienyl)aminoacetonitrile thus obtained was dissolved in 30 ml of methanol and 2.8 g of hydroxylamine hydrochloride was added thereto in a water bath. After stirring for a while, the mixture began to crystallize while showing slight heat generation. The mixture was stirred at room temperature for several hours thereafter. After the completion of the reaction, the reaction mixture was concentrated and the solvent was distilled off. After recrystallizing from ethanol, 7.6 g of th... Reactants: C([O-])([O-])=O.[K+].[K+] (potassium carbonate), IC1=CC=C(C=C1)CNN=C1C(=NN(C1=O)C1=C(C=CC=C1)F)C1=C(C=CC=C1)F (1,3-Bis(2-fluorophenyl)-1H-pyrazole-4,5-dione 4-{[(4-iodophenyl)methyl]hydrazone}), C([O-])(O)=O.[Na+] (sodium bicarbonate). Run in CS(=O)C (dimethylsulfoxide). Reaction conditions: time 15 minute. The product is FC1=C(C=CC=C1)N1N=C2C(=NN(C=3C=CC=CC23)CC2=CC=C(C=C2)I)C1=O (2-(2-fluorophenyl)-5-[(4-iodophenyl)methyl]-2,5-dihydro-3H-pyrazolo[4,3-c]cinnolin-3-one). As a reaction SMILES: [I:1][C:2]1[CH:7]=[CH:6][C:5]([CH2:8][NH:9][N:10]=[C:11]2[C:15](=[O:16])[N:14]([C:17]3[CH:22]=[CH:21][CH:20]=[CH:19][C:18]=3[F:23])[N:13]=[C:12]2[C:24]2[CH:29]=[CH:28][CH:27]=[CH:26][C:25]=2F)=[CH:4][CH:3]=1.C(=O)([O-])[O-].[K+].[K+].C(=O)(O)[O-].[Na+]>CS(C)=O>[F:23][C:18]1[CH:19]=[CH:20][CH:21]=[CH:22][C:17]=1[N:14]1[C:15](=[O:16])[C:11]2=[N:10][N:9]([CH2:8][C:5]3[CH:6]=[CH:7][C:2]([I:1])=[CH:3][CH:4]=3)[C:25]3[CH:26]=[CH:27][CH:28]=[CH:29][C:24]=3[C:12]2=[N:13]1 |f:1.2.3,4.5|. Procedure details: 1,3-Bis(2-fluorophenyl)-1H-pyrazole-4,5-dione 4-{[(4-iodophenyl)methyl]hydrazone} (50 mg, 0.097 mmol) was dissolved in degassed dimethylsulfoxide (3.5 mL), treated with potassium carbonate (120 mg, 0.87 mmol, 9.0 equiv) and placed into an oil bath preheated to 120° C. for 15 minutes. The mixture was cooled to ambient temperature, poured into sodium bicarbonate (50 mL, aqueous saturated) and extracted with ethyl acetate (2×75 mL). The combined organic extracts were dried with sodium sulfate, filt... The reactants are [BH4-], CCO, [Na+], C(=NC1CCN(C(c2ccccc2)c2ccccc2)CC1)c1ccc2c(c1)OCO2. The product is c1ccc(C(c2ccccc2)N2CCC(NCc3ccc4c(c3)OCO4)CC2)cc1. Reaction SMILES: [BH4-:31].[CH3:33][CH2:34][OH:35].[Na+:32].[c:1]1([CH:7]([N:8]2[CH2:9][CH2:10][CH:11]([N:14]=[CH:15][c:16]3[cH:17][c:18]4[c:19]([cH:20][cH:21]3)[O:22][CH2:23][O:24]4)[CH2:12][CH2:13]2)[c:25]2[cH:26][cH:27][cH:28][cH:29][cH:30]2)[cH:2][cH:3][cH:4][cH:5][cH:6]1>>[c:1]1([CH:7]([N:8]2[CH2:9][CH2:10][CH:11]([NH:14][CH2:15][c:16]3[cH:17][c:18]4[c:19]([cH:20][cH:21]3)[O:22][CH2:23][O:24]4)[CH2:12][CH2:13]2)[c:25]2[cH:26][cH:27][cH:28][cH:29][cH:30]2)[cH:2][cH:3][cH:4][cH:5][cH:6]1. The reactants are CCOC(=O)c1cnc2n(c1=O)C(C)CCC2=NNc1ccccc1, CCO, NN, O. Product: CC1CCC(=NNc2ccccc2)c2ncc(C(=O)NN)c(=O)n21. RXN SMILES: [CH2:1]([O:2][C:4](=[O:5])[c:6]1[cH:7][n:8][c:9]2[n:10]([c:11]1=[O:12])[CH:13]([CH3:25])[CH2:14][CH2:15][C:16]2=[N:17][NH:18][c:19]1[cH:20][cH:21][cH:22][cH:23][cH:24]1)[CH3:3].[CH3:29][CH2:30][OH:31].[NH2:27][NH2:28].[OH2:26]>>[C:4](=[O:5])([c:6]1[cH:7][n:8][c:9]2[n:10]([c:11]1=[O:12])[CH:13]([CH3:25])[CH2:14][CH2:15][C:16]2=[N:17][NH:18][c:19]1[cH:20][cH:21][cH:22][cH:23][cH:24]1)[NH:27][NH2:28].